This data is from the Open Reaction Database (ORD), a public repository of structured organic reaction records. The task is: describe an organic reaction: reactants, conditions, products, and yield Run in C(C)#N (acetonitrile). The product is BrCCCN1CCN(CC1)C1=C(C=CC=C1)OCC(F)(F)F (1-Bromo-3-{4-[2-(2,2,2-trifluoroethoxy)phenyl]piperazin-1-yl}propane). Reaction SMILES: [F:1][C:2]([F:18])([F:17])[CH2:3][O:4][C:5]1[CH:10]=[CH:9][CH:8]=[CH:7][C:6]=1[N:11]1[CH2:16][CH2:15][NH:14][CH2:13][CH2:12]1.[Br:19][CH2:20][CH2:21][CH2:22]Cl.C(=O)([O-])[O-].[K+].[K+]>C(#N)C>[Br:19][CH2:20][CH2:21][CH2:22][N:14]1[CH2:15][CH2:16][N:11]([C:6]2[CH:7]=[CH:8][CH:9]=[CH:10][C:5]=2[O:4][CH2:3][C:2]([F:1])([F:17])[F:18])[CH2:12][CH2:13]1 |f:2.3.4|. Procedure: A mixture of 4-[2-(2,2,2-trifluoroethoxy)phenyl]piperazine (2.37 g, 9.1 mmol), 1-bromo-3-chloropropane (14.34 g, 9 mL, 91.1 mmol), potassium carbonate (1.88 g, 13.6 mmol) and acetonitrile (40 mL) was heated 16 hours at reflux under argon. The reaction mixture was allowed to cool to 25° C., then filtered and concentrated in vacuo. The residue was further concentrated at 60° C. in vacuo to remove excess 1-bromo-3-chloropropane. The residue was purified by flash chromatography on silica gel eluting... Run at temperature 25 celsius. The reactants are 1-chloro- and 1-bromo-3-{4-[2-(2,2,2-trifluoroethoxy)phenyl]piperazin-1-yl}propane, FC(COC1=C(C=CC=C1)N1CCNCC1)(F)F (4-[2-(2,2,2-trifluoroethoxy)phenyl]piperazine), BrCCCCl (1-bromo-3-chloropropane), C([O-])([O-])=O.[K+].[K+] (potassium carbonate). The reactants are FS(=O)(=O)C(F)(F)C(F)(F)OC(F)(F)C(F)(F)OC(=O)C(F)(C(F)(F)F)OC(F)(F)C(F)(F)C(F)(F)F (FSO2CF2CF2OCF2CF2OCOCF(CF3)OCF2CF2CF3), [F-].[Na+] (NaF). Run at temperature 140 celsius. The product is C(F)(F)(F)C(F)(OC(F)(F)C(F)(F)C(F)(F)F)C(=O)F (CF3CF(OCF2CF2CF3)COF), FS(=O)(=O)C(F)(F)C(F)(F)OC(F)(F)C(=O)F (FSO2CF2CF2OCF2COF). As a reaction SMILES: [F:1][S:2]([C:5]([C:8]([O:11][C:12]([C:15]([O:18][C:19]([C:21]([O:27][C:28]([C:31]([C:34]([F:37])([F:36])[F:35])([F:33])[F:32])([F:30])[F:29])([C:23]([F:26])([F:25])[F:24])[F:22])=[O:20])(F)[F:16])([F:14])[F:13])([F:10])[F:9])([F:7])[F:6])(=[O:4])=[O:3].[F-:38].[Na+]>>[C:23]([C:21]([C:19]([F:38])=[O:20])([O:27][C:28]([C:31]([C:34]([F:36])([F:37])[F:35])([F:32])[F:33])([F:30])[F:29])[F:22])([F:25])([F:26])[F:24].[F:1][S:2]([C:5]([C:8]([O:11][C:12]([C:15]([F:16])=[O:18])([F:13])[F:14])([F:9])[F:10])([F:7])[F:6])(=[O:4])=[O:3] |f:1.2|. Procedure details: FSO2CF2CF2OCF2CF2OCOCF(CF3)OCF2CF2CF3 (3.1 g) obtained in Example 3 was charged into a flask together with NaF powder (0.02 g) and heated at 140° C. for 10 hours in an oil bath with vigorous stirring. At the upper portion of the flask, a reflux condenser having the temperature adjusted at 20° C., was installed. After cooling, the liquid sample (3.0 g) was recovered. As a result of the analysis by GC-MS, CF3CF(OCF2CF2CF3)COF and FSO2CF2CF2OCF2COF were confirmed to be the main products, and the NM... Starting materials: ClC=1C2=C(SC1C(=O)N[C@@H](C(=O)O)CC1=CC=CC=C1)C=C(C=C2)C ((R)-2-(3-chloro-6-methylbenzo[b]thiophene-2-carboxamido)-3-phenylpropanoic acid), FC=1C=CC2=C(SC(=C2)C(=O)O)C1 (6-fluorobenzo[b]thiophene-2-carboxylic acid). As a reaction SMILES: Cl[C:2]1[C:3]2[CH:24]=[CH:23][C:22](C)=[CH:21][C:4]=2[S:5][C:6]=1[C:7]([NH:9][C@H:10]([CH2:14][C:15]1[CH:20]=[CH:19][CH:18]=[CH:17][CH:16]=1)[C:11]([OH:13])=[O:12])=[O:8].[F:26]C1C=CC2C=C(C(O)=O)SC=2C=1>>[F:26][C:22]1[CH:23]=[CH:24][C:3]2[CH:2]=[C:6]([C:7]([NH:9][C@H:10]([CH2:14][C:15]3[CH:20]=[CH:19][CH:18]=[CH:17][CH:16]=3)[C:11]([OH:13])=[O:12])=[O:8])[S:5][C:4]=2[CH:21]=1. Yield: 93.1%. Procedure: Following the 2a synthetic method, using 8-1-acid (98.10 mg, 0.5 mmol) instead of 3-chloro-6-methylbenzo[b]thiophene-2-carboxylic acid gave 13a as a colorless oil (159.84 mg, 93.1%). [α]D25: −21.1 (c=0.33, CHCl3); 1H-NMR (300 MHz, acetone-d6): δ 8.03 (d, J=8.1 Hz, 1H), 7.98 (s, 1H), 7.90-7.86 (m, 1H), 7.75-7.71 (m, 1H), 7.34-7.13 (m, 6H), 4.95-4.87 (m, 1H), 3.36-3.10 (m, 2H); 13C NMR (300 MHz, acetone-d6): δ 172.09, 163.11, 161.49, 159.87, 142.28, 139.46, 137.49, 136.19, 129.22, 128.33, 126.89, ... Product: FC=1C=CC2=C(SC(=C2)C(=O)N[C@@H](C(=O)O)CC2=CC=CC=C2)C1 ((R)-2-(6-fluorobenzo[b]thiophene-2-carboxamido)-3-phenylpropanoic acid). The reactants are O=C([O-])O, CCOC(C)=O, O=[N+]([O-])c1cccc(C(O)c2c[nH]c3ncncc23)c1F, [Na+], [Na+], [Na+], C1CCOC1, O, O=S([O-])([O-])=S. The product is O=C(c1cccc([N+](=O)[O-])c1F)c1c[nH]c2ncncc12. Reaction SMILES: [C:27](=[O:28])([OH:29])[O-:30].[CH3:39][CH2:40][O:41][C:42](=[O:43])[CH3:44].[F:1][c:2]1[c:3]([CH:11]([OH:12])[c:13]2[cH:14][nH:15][c:16]3[n:17][cH:18][n:19][cH:20][c:21]23)[cH:4][cH:5][cH:6][c:7]1[N+:8](=[O:9])[O-:10].[Na+:31].[Na+:37].[Na+:38].[O:22]1[CH2:23][CH2:24][CH2:25][CH2:26]1.[OH2:45].[S:32]([O-:33])([O-:34])(=[O:35])=[S:36]>>[F:1][c:2]1[c:3]([C:11](=[O:12])[c:13]2[cH:14][nH:15][c:16]3[n:17][cH:18][n:19][cH:20][c:21]23)[cH:4][cH:5][cH:6][c:7]1[N+:8](=[O:9])[O-:10]. Starting materials: ClC1=CC=C(C=C1)C=1N(C=CN1)C ((4-Chlorophenyl)-1-methyl-1H-imidazole), C(C)#N (ACN), C1CC(=O)N(C1=O)Br (NBS). Conditions: temperature 0 celsius, time 20 minute. The product is BrC=1N=CN(C1C1=CC=C(C=C1)Cl)C (4-bromo-5-(4-chlorophenyl)-1-methyl-1H-imidazole). As a reaction SMILES: [Cl:1][C:2]1[CH:7]=[CH:6][C:5]([C:8]2[N:9]([CH3:13])[CH:10]=CN=2)=[CH:4][CH:3]=1.C1C(=O)N([Br:21])C(=O)C1.[C:22](#[N:24])C>>[Br:21][C:22]1[N:24]=[CH:10][N:9]([CH3:13])[C:8]=1[C:5]1[CH:4]=[CH:3][C:2]([Cl:1])=[CH:7][CH:6]=1. Reported procedure: (4-Chlorophenyl)-1-methyl-1H-imidazole (3 g, 15.5 mmol) was dissolved in ACN (150 mL) and cooled to 0° C. NBS (2.76 g, 15.5 mmol) was added in 3 portions over 5 min. The reaction was stirred at 0° C. for 20 min then let warm to ambient temperature. Solvents were removed in vacuo and the residue partitioned between EtOAc and 20% aqueous KH2PO4. The organics were separated, washed with saturated aqueous NaHCO3, and dried with saturated aqueous NaCl. Solvents were removed in vacuo and the residue p... Reactants: SCc1ccccc1, C1CCNCC1, CC(=O)O, CCO, CC(C)CC=O, O=c1cc(O)cc(-c2ccc3c(c2)OCCO3)o1. Product: CC(C)CC(SCc1ccccc1)c1c(O)cc(-c2ccc3c(c2)OCCO3)oc1=O. RXN SMILES: [CH2:25]([c:26]1[cH:27][cH:28][cH:29][cH:30][cH:31]1)[SH:32].[CH2:33]1[CH2:34][CH2:35][NH:36][CH2:37][CH2:38]1.[CH3:39][C:40](=[O:41])[OH:42].[CH3:43][CH2:44][OH:45].[CH:19]([CH2:20][CH:21]([CH3:22])[CH3:23])=[O:24].[OH:1][c:2]1[cH:3][c:4](=[O:18])[o:5][c:6](-[c:8]2[cH:9][c:10]3[c:11]([cH:16][cH:17]2)[O:12][CH2:13][CH2:14][O:15]3)[cH:7]1>>[OH:1][c:2]1[c:3]([CH:19]([CH2:20][CH:21]([CH3:22])[CH3:23])[S:32][CH2:25][c:26]2[cH:27][cH:28][cH:29][cH:30][cH:31]2)[c:4](=[O:18])[o:5][c:6](-[c:8]2[cH:9][c:10]3[c:11]([cH:16][cH:17]2)[O:12][CH2:13][CH2:14][O:15]3)[cH:7]1. Starting materials: ClCCCC(=O)C=1C=NC=CC1 (4-chloro-1-(3-pyridinyl)-1-butanone), N1=C(C=CC=C1)N1CCNCC1 (1-(2-pyridinyl)piperazine), [I-].[K+] (potassium iodide). Solvent: C(Cl)(Cl)Cl (chloroform). Yields the product N1=CC(=CC=C1)C(CCCN1CCN(CC1)C1=NC=CC=C1)=O (1-(3-pyridinyl)-4-[4-(2-pyridinyl)-1-piperazinyl]-1-butanone). The yield is 44.1%. As a reaction SMILES: Cl[CH2:2][CH2:3][CH2:4][C:5]([C:7]1[CH:8]=[N:9][CH:10]=[CH:11][CH:12]=1)=[O:6].[N:13]1[CH:18]=[CH:17][CH:16]=[CH:15][C:14]=1[N:19]1[CH2:24][CH2:23][NH:22][CH2:21][CH2:20]1.[I-].[K+]>C(Cl)(Cl)Cl>[N:9]1[CH:10]=[CH:11][CH:12]=[C:7]([C:5](=[O:6])[CH2:4][CH2:3][CH2:2][N:22]2[CH2:23][CH2:24][N:19]([C:14]3[CH:15]=[CH:16][CH:17]=[CH:18][N:13]=3)[CH2:20][CH2:21]2)[CH:8]=1 |f:2.3|. Procedure: A solution of 4-chloro-1-(3-pyridinyl)-1-butanone (Example B) (9 g, 0.049 mol), 1-(2-pyridinyl)piperazine (24 g, 0.147 mol), and potassium iodide (0.8 g, 0.005 mol) is heated to 120° C. for 5 minutes. The residue is taken up in chloroform (40 mL) and the precipitate is filtered. The filtrate is evaporated in vacuo and purified by column chromatography (silica gel, 2% methanol/dichloromethane). The major product is crystallized from 2-propanol/diethyl ether to give 6.7 g 1-(3-pyridinyl)-4-[4-(2-p... The reactants are CO (methanol), [H][H] (hydrogen), (1,5-cyclooctadiene)rhodium trifluoromethanesulfonate, (S,S)-Et-FerroTANE, CO (methanol), OC1=CC2=C(C(=CO2)C(=O)O)C=C1 ((6-hydroxy-1-benzofuran-3-yl)carboxylic acid), C[O-].[Na+] (sodium methoxide), CO (methanol). Conditions: time 15 minute. Product: OC1=CC2=C(C(CO2)CC(=O)O)C=C1 ((6-hydroxy-2,3-dihydro-1-benzofuran-3-yl)acetic acid). The yield is 98.5%. Reaction SMILES: [OH:1][C:2]1[CH:13]=[CH:12][C:5]2[C:6]([C:9](O)=O)=[CH:7][O:8][C:4]=2[CH:3]=1.[CH3:14][O-:15].[Na+].[H][H].C[OH:20]>>[OH:1][C:2]1[CH:13]=[CH:12][C:5]2[CH:6]([CH2:9][C:14]([OH:20])=[O:15])[CH2:7][O:8][C:4]=2[CH:3]=1 |f:1.2|. Procedure details: To a mixture of (1,5-cyclooctadiene)rhodium trifluoromethanesulfonate (47 mg) and (S,S)-Et-FerroTANE (44 mg) was added methanol (15 mL) sufficiently substituted by argon gas, and the mixture was stirred at room temperature 15 min. To a mixture of (6-hydroxy-1-benzofuran-3-yl)carboxylic acid (1.92 g) and sodium methoxide (270 mg) was added methanol (35 mL) sufficiently substituted by argon gas. The methanol solution prepared earlier was added thereto, and the mixture was stirred at room temperatu... Starting materials: C(C1=CC=CC=C1)N1CCC(CC1)N(C1=NC=CC=C1C(C)=O)C (1-Benzyl-4-(N-methyl-N-(3-acetyl-2-pyridyl)amino)piperidine), O.NN (hydrazine monohydrate), [OH-].[K+] (potassium hydroxide). Run in C(COCCOCCO)O (triethylene glycol). Conditions: time 2 hour. Product: C(C1=CC=CC=C1)N1CCC(CC1)N(C1=NC=CC=C1CC)C (1-Benzyl-4-(N-methyl-N-(3-ethyl-2-pyridyl)amino)piperidine). As a reaction SMILES: [CH2:1]([N:8]1[CH2:13][CH2:12][CH:11]([N:14]([CH3:24])[C:15]2[C:20]([C:21](=O)[CH3:22])=[CH:19][CH:18]=[CH:17][N:16]=2)[CH2:10][CH2:9]1)[C:2]1[CH:7]=[CH:6][CH:5]=[CH:4][CH:3]=1.O.NN.[OH-].[K+]>C(O)COCCOCCO>[CH2:1]([N:8]1[CH2:9][CH2:10][CH:11]([N:14]([CH3:24])[C:15]2[C:20]([CH2:21][CH3:22])=[CH:19][CH:18]=[CH:17][N:16]=2)[CH2:12][CH2:13]1)[C:2]1[CH:3]=[CH:4][CH:5]=[CH:6][CH:7]=1 |f:1.2,3.4|. Procedure details: A mixture of 1-benzyl-4-(N-methyl-N-(3-acetyl-2-pyridyl)amino)piperidine (XXXIV, EXAMPLE 43, 260 mg), hydrazine monohydrate (0.78 ml) and powdered potassium hydroxide (0.90 g) in triethylene glycol (16 ml) is stirred at 120° for 2 hrs. The condenser is removed, the mixture is heated up to approximately 185°-190°, the condenser is replaced, and the mixture is stirred at 190° for 3 hrs. After cooling to 20°-25°, the mixture is added to water (50 ml) and extracted with methylene chloride (2×50 ml),...